Dataset: the Open Reaction Database (ORD), a public repository of structured organic reaction records. Task: describe an organic reaction: reactants, conditions, products, and yield Reactants: BrCCC1=C(C(=O)OC)C=C(C=C1)Cl (methyl 2-(bromoethyl)-5-chlorobenzoate), ClC=1C=C(C=CC1)O (3-chlorophenol). The product is ClC=1C=CC(=C(C(=O)OC)C1)COC1=CC(=CC=C1)Cl (Methyl 5-chloro-2-[(3-chlorophenoxy)methyl]benzoate). RXN SMILES: BrC[CH2:3][C:4]1[CH:13]=[CH:12][C:11]([Cl:14])=[CH:10][C:5]=1[C:6]([O:8][CH3:9])=[O:7].[Cl:15][C:16]1[CH:17]=[C:18]([OH:22])[CH:19]=[CH:20][CH:21]=1>>[Cl:14][C:11]1[CH:12]=[CH:13][C:4]([CH2:3][O:22][C:18]2[CH:19]=[CH:20][CH:21]=[C:16]([Cl:15])[CH:17]=2)=[C:5]([CH:10]=1)[C:6]([O:8][CH3:9])=[O:7]. Reported procedure: The title compound was prepared according to the procedure described in step 1 of Example 1 from methyl 2-(bromoethyl)-5-chlorobenzoate and 3-chlorophenol: Reactants: O.O.P(=O)(O)([O-])[O-].[Na+].[Na+] (disodium hydrogenphosphate dihydrate), S(=O)(=O)([O-])[O-].[Na+].[Na+] (sodium sulfate), [O-][Si](=O)[O-].[Na+].[Na+] (water glass). Yields the product [Si]([O-])([O-])([O-])[O-].[Na+].[Na+].[Na+].[Na+] (sodium silicate). Reaction SMILES: [OH2:1].O.P([O-])([O-])(O)=O.[Na+:8].[Na+].S([O-])([O-])(=O)=O.[Na+].[Na+].[O-:17][Si:18]([O-:20])=[O:19].[Na+].[Na+]>>[Si:18]([O-:1])([O-:20])([O-:17])[O-:19].[Na+:8].[Na+:8].[Na+:8].[Na+:8] |f:0.1.2.3.4,5.6.7,8.9.10,11.12.13.14.15|. Procedure: 1104 g of disodium hydrogenphosphate dihydrate, 683 g of anhydrous sodium sulfate and 683 g of anhydrous soda are dissolved in 50 kg of water glass having the composition as in Example 1, and the solution is spray-dried in a laboratory spray dryer (spray tower) from Anhydro to give an amorphous sodium silicate having an active substance content of about 83%. 15 kg of the amorphous sodium silicate are heat-treated at 720° C. for 90 min in a muffle furnace (Nabertherm, model W1000/H). The chilled ... Reactants: C(C)OC(=O)C1(CCN(CC1)C(C)C)S(=O)(=O)C1=CC=C(C=C1)OC (1-isopropyl-4-(4-methoxy-benzenesulfonyl)-piperidine-4-carboxylic acid ethyl ester). Run in CO (methanol), [OH-].[Na+] (NaOH). The product is C(C)(C)N1CCC(CC1)(C(=O)O)S(=O)(=O)C1=CC=C(C=C1)OC (1-Isopropyl-4-(4-methoxy-benzenesulfonyl)-piperidine-4-carboxylic acid). Reaction SMILES: C([O:3][C:4]([C:6]1([S:15]([C:18]2[CH:23]=[CH:22][C:21]([O:24][CH3:25])=[CH:20][CH:19]=2)(=[O:17])=[O:16])[CH2:11][CH2:10][N:9]([CH:12]([CH3:14])[CH3:13])[CH2:8][CH2:7]1)=[O:5])C>CO.[OH-].[Na+]>[CH:12]([N:9]1[CH2:10][CH2:11][C:6]([S:15]([C:18]2[CH:19]=[CH:20][C:21]([O:24][CH3:25])=[CH:22][CH:23]=2)(=[O:17])=[O:16])([C:4]([OH:5])=[O:3])[CH2:7][CH2:8]1)([CH3:14])[CH3:13] |f:2.3|. Procedure details: 1-Isopropyl-4-(4-methoxy-benzenesulfonyl)-piperidine-4-carboxylic acid was prepared starting from 1-isopropyl-4-(4-methoxy-benzenesulfonyl)-piperidine-4-carboxylic acid ethyl ester (5.6 g, 15.2 mmol) dissolved in methanol (75 ml) and 10 N NaOH (25 ml). The resulting reaction mixture was worked up as outlined in example 83. Yield 2.18 g (42%); white powder; mp 204° C.; MS: 341.9 (M+H)+. Reactants: CC1(C)Oc2cc([N+](=O)[O-])cc(Br)c2N(c2ccc(F)cc2)C1=O, C=C[Sn](CCCC)(CCCC)CCCC, C1COCCO1, c1ccc(P(c2ccccc2)(c2ccccc2)[Pd](P(c2ccccc2)(c2ccccc2)c2ccccc2)(P(c2ccccc2)(c2ccccc2)c2ccccc2)P(c2ccccc2)(c2ccccc2)c2ccccc2)cc1. The product is C=Cc1cc([N+](=O)[O-])cc2c1N(c1ccc(F)cc1)C(=O)C(C)(C)O2. As a reaction SMILES: [Br:1][c:2]1[cH:3][c:4]([N+:22](=[O:23])[O-:24])[cH:5][c:6]2[c:7]1[N:8]([c:15]1[cH:16][cH:17][c:18]([F:21])[cH:19][cH:20]1)[C:9](=[O:14])[C:10]([CH3:12])([CH3:13])[O:11]2.[CH2:25]([CH2:26][CH2:38][CH3:39])[Sn:27]([CH2:28][CH2:29][CH2:30][CH3:31])([CH2:32][CH2:33][CH2:34][CH3:35])[CH:36]=[CH2:37].[O:117]1[CH2:118][CH2:119][O:120][CH2:121][CH2:122]1.[cH:40]1[cH:41][cH:42][c:43]([P:44]([Pd:45]([P:46]([c:47]2[cH:48][cH:49][cH:50][cH:51][cH:52]2)([c:53]2[cH:54][cH:55][cH:56][cH:57][cH:58]2)[c:59]2[cH:60][cH:61][cH:62][cH:63][cH:64]2)([P:65]([c:66]2[cH:67][cH:68][cH:69][cH:70][cH:71]2)([c:72]2[cH:73][cH:74][cH:75][cH:76][cH:77]2)[c:78]2[cH:79][cH:80][cH:81][cH:82][cH:83]2)[P:84]([c:85]2[cH:86][cH:87][cH:88][cH:89][cH:90]2)([c:91]2[cH:92][cH:93][cH:94][cH:95][cH:96]2)[c:97]2[cH:98][cH:99][cH:100][cH:101][cH:102]2)([c:103]2[cH:104][cH:105][cH:106][cH:107][cH:108]2)[c:109]2[cH:110][cH:111][cH:112][cH:113][cH:114]2)[cH:115][cH:116]1>>[c:2]1([CH:25]=[CH2:26])[cH:3][c:4]([N+:22](=[O:23])[O-:24])[cH:5][c:6]2[c:7]1[N:8]([c:15]1[cH:16][cH:17][c:18]([F:21])[cH:19][cH:20]1)[C:9](=[O:14])[C:10]([CH3:12])([CH3:13])[O:11]2.